From a dataset of the Open Reaction Database (ORD), a public repository of structured organic reaction records. describe an organic reaction: reactants, conditions, products, and yield Product: C1(CCCCC1)C1=NC(=C2N1C1=CC(=CC=C1N=C2N)F)C (1-Cyclohexyl-8-fluoro-3-methyl-imidazo(1,5-a)quinoxalin-4-yl-amine). Procedure: 640 mg 4-Chloro-1-cyclohexyl-8-fluoro-3-methyl-imidazo(1,5-a)quinoxaline (2 mmol) and 30 ml 32% aqueous ammonia were heated 7 hours at 130-135° C. After cooling the product was filtered off, washed with water, dried and chromatographed on silica gel with 2% MeOH/CH2Cl2. As a reaction SMILES: Cl[C:2]1[C:3]2[N:4]([C:13]([CH:17]3[CH2:22][CH2:21][CH2:20][CH2:19][CH2:18]3)=[N:14][C:15]=2[CH3:16])[C:5]2[C:10]([N:11]=1)=[CH:9][CH:8]=[C:7]([F:12])[CH:6]=2.[NH3:23]>>[CH:17]1([C:13]2[N:4]3[C:5]4[C:10]([N:11]=[C:2]([NH2:23])[C:3]3=[C:15]([CH3:16])[N:14]=2)=[CH:9][CH:8]=[C:7]([F:12])[CH:6]=4)[CH2:22][CH2:21][CH2:20][CH2:19][CH2:18]1. Starting materials: ClC=1C=2N(C3=CC(=CC=C3N1)F)C(=NC2C)C2CCCCC2 (4-Chloro-1-cyclohexyl-8-fluoro-3-methyl-imidazo(1,5-a)quinoxaline), N (ammonia). Starting materials: [BH4-].[Na+] (Sodium borohydride), BrC1=CC=C(C=C1)C(C(=O)C1=CC=C(C=C1)Cl)CCC (2-(4-Bromophenyl)-1-(4-chlorophenyl)pentan-1-one). Run in CO (MeOH). Conditions: time 1 hour. The product is BrC1=CC=C(C=C1)C(C(O)C1=CC=C(C=C1)Cl)CCC (2-(4-Bromophenyl)-1-(4-chlorophenyl)pentan-1-ol). RXN SMILES: [BH4-].[Na+].[Br:3][C:4]1[CH:9]=[CH:8][C:7]([CH:10]([CH2:20][CH2:21][CH3:22])[C:11]([C:13]2[CH:18]=[CH:17][C:16]([Cl:19])=[CH:15][CH:14]=2)=[O:12])=[CH:6][CH:5]=1>CO>[Br:3][C:4]1[CH:9]=[CH:8][C:7]([CH:10]([CH2:20][CH2:21][CH3:22])[CH:11]([C:13]2[CH:14]=[CH:15][C:16]([Cl:19])=[CH:17][CH:18]=2)[OH:12])=[CH:6][CH:5]=1 |f:0.1|. Reported procedure: Sodium borohydride (917 mg, 24.25 mmol) was added to a MeOH solution (25 ml) containing the intermediate from Step C (6.53 g, 18.66 mol). After stirring for 1 hour at room temperature the solution was concentrated and the residue partitioned between water and EtOAc. The organic phase was washed with water, brine and dried over Na2SO4. The filtered solution was concentrated to give the title compound as an 8:1 mixture of diastereomers which was used in the next step without further purification. ...